From a dataset of the Open Reaction Database (ORD), a public repository of structured organic reaction records. describe an organic reaction: reactants, conditions, products, and yield The reactants are [Li].BrC=1C=C(C=C(C1)OC(F)(F)F)C(=CC(C(=O)OCC)=O)[O-] (Lithium 1-(3-bromo-5-trifluoromethoxyphenyl)-4-ethoxy-3,4-dioxobut-1-en-1-olate), ClC=1C=C(C=C(C1)F)C1=CC(=NN1C1=NC=CC=C1)C(=O)O (5-(3-Chloro-5-fluorophenyl)-1-(pyridin-2-yl)-1H-pyrazole-3-carboxylic acid), Cl.CC1=CC=C(C=N1)NN (6-methylpyridin-3-yl-hydrazine hydrochloride). Product: BrC=1C=C(C=C(C1)OC(F)(F)F)C1=CC(=NN1C=1C=NC(=CC1)C)C(=O)O (5-(3-Bromo-5-trifluoromethoxyphenyl)-1-(6-methylpyridin-3-yl)-1H-pyrazole-3-carboxylic acid). As a reaction SMILES: [Li].[Br:2][C:3]1[CH:4]=[C:5]([C:14]([O-])=[CH:15][C:16](=O)[C:17]([O:19]CC)=[O:18])[CH:6]=[C:7]([O:9][C:10]([F:13])([F:12])[F:11])[CH:8]=1.ClC1C=C(C2N(C3C=CC=CN=3)N=C(C(O)=O)C=2)C=C(F)C=1.Cl.[CH3:47][C:48]1[N:53]=[CH:52][C:51]([NH:54][NH2:55])=[CH:50][CH:49]=1>>[Br:2][C:3]1[CH:4]=[C:5]([C:14]2[N:54]([C:51]3[CH:52]=[N:53][C:48]([CH3:47])=[CH:49][CH:50]=3)[N:55]=[C:16]([C:17]([OH:19])=[O:18])[CH:15]=2)[CH:6]=[C:7]([O:9][C:10]([F:11])([F:12])[F:13])[CH:8]=1 |f:0.1,3.4,^1:0|. Procedure: 656 g (1.35 mmol) of the compound of Example 5A is reacted analogously to the synthesis of the compound of Example 20A with 359 mg (2.02 mmol) of 6-methylpyridin-3-yl-hydrazine hydrochloride. After hydrolysis, 53 mg (9% of theory) of the title compound is obtained.